Dataset: the Open Reaction Database (ORD), a public repository of structured organic reaction records. Task: describe an organic reaction: reactants, conditions, products, and yield The reactants are Cc1ccccc1C1C(OC(COC(=O)c2ccccc2)c2cc(C(F)(F)F)cc(C(F)(F)F)c2)CCC2CN(C(=O)OC(C)(C)C)CC21, Cl, C1COCCO1. The product is Cc1ccccc1C1C(OC(COC(=O)c2ccccc2)c2cc(C(F)(F)F)cc(C(F)(F)F)c2)CCC2CNCC21. As a reaction SMILES: [C:1]([c:2]1[cH:3][cH:4][cH:5][cH:6][cH:7]1)(=[O:8])[O:9][CH2:10][CH:11]([O:12][CH:13]1[CH:14]([c:29]2[c:30]([CH3:35])[cH:31][cH:32][cH:33][cH:34]2)[CH:15]2[CH2:16][N:17]([C:22]([O:23][C:24]([CH3:25])([CH3:26])[CH3:27])=[O:28])[CH2:18][CH:19]2[CH2:20][CH2:21]1)[c:36]1[cH:37][c:38]([C:46]([F:47])([F:48])[F:49])[cH:39][c:40]([C:42]([F:43])([F:44])[F:45])[cH:41]1.[ClH:50].[O:51]1[CH2:52][CH2:53][O:54][CH2:55][CH2:56]1>>[C:1]([c:2]1[cH:3][cH:4][cH:5][cH:6][cH:7]1)(=[O:8])[O:9][CH2:10][CH:11]([O:12][CH:13]1[CH:14]([c:29]2[c:30]([CH3:35])[cH:31][cH:32][cH:33][cH:34]2)[CH:15]2[CH2:16][NH:17][CH2:18][CH:19]2[CH2:20][CH2:21]1)[c:36]1[cH:37][c:38]([C:46]([F:47])([F:48])[F:49])[cH:39][c:40]([C:42]([F:43])([F:44])[F:45])[cH:41]1.